From a dataset of the Open Reaction Database (ORD), a public repository of structured organic reaction records. describe an organic reaction: reactants, conditions, products, and yield Starting materials: COC=1C(=NC2=CC=C(C=C2N1)C)NC(OCC)=O (Ethyl N-(3-methoxy-6-methylquinoxalin-2-yl)carbamate), COC1=CC=C(C=C1)N1CCNCC1 (1-(4-methoxyphenyl)piperazine). Yields the product COC=1C(=NC2=CC=C(C=C2N1)C)NC(=O)N1CCN(CC1)C1=CC=C(C=C1)OC (1-[(3-Methoxy-6-methylquinoxalin-2-yl)aminocarbonyl]-4-(4-methoxyphenyl)piperazine). The yield is 96.0%. Reaction SMILES: [CH3:1][O:2][C:3]1[C:4]([NH:14][C:15](=[O:19])OCC)=[N:5][C:6]2[C:11]([N:12]=1)=[CH:10][C:9]([CH3:13])=[CH:8][CH:7]=2.[CH3:20][O:21][C:22]1[CH:27]=[CH:26][C:25]([N:28]2[CH2:33][CH2:32][NH:31][CH2:30][CH2:29]2)=[CH:24][CH:23]=1>>[CH3:1][O:2][C:3]1[C:4]([NH:14][C:15]([N:31]2[CH2:30][CH2:29][N:28]([C:25]3[CH:24]=[CH:23][C:22]([O:21][CH3:20])=[CH:27][CH:26]=3)[CH2:33][CH2:32]2)=[O:19])=[N:5][C:6]2[C:11]([N:12]=1)=[CH:10][C:9]([CH3:13])=[CH:8][CH:7]=2. Procedure details: Ethyl N-(3-methoxy-6-methylquinoxalin-2-yl)carbamate and 1-(4-methoxyphenyl)piperazine were reacted by the same way with the example 127 to obtain the titled compound (yield, 96%). 1H NMR (200 MHz, CDCl3): δ 2.50 (s, 3H), 3.15-3.17 (m, 4H), 3.68-3.78 (m, 4H), 3.78 (s, 3H), 4.14 (s, 3H), 6.84-7.75 (m, 8H). Starting materials: BrC=1C=C(C=CC1)N1CCNCC1 (1-(3-bromo-phenyl)-piperazine), C=O (formaldehyde), [Cl-].[NH4+] (ammonium chloride), C(#N)[BH3-].[Na+] (sodium cyanoborohydride). Solvent: CO (methanol), O.CO (water methanol), C(C)(=O)O (acetic acid). Run at time 18 hour. The product is BrC=1C=C(C=CC1)N1CCN(CC1)C (1-(3-bromo-phenyl)-4-methyl-piperazine). Isolated yield 94.5%. As a reaction SMILES: [Br:1][C:2]1[CH:3]=[C:4]([N:8]2[CH2:13][CH2:12][NH:11][CH2:10][CH2:9]2)[CH:5]=[CH:6][CH:7]=1.C=O.[C:16]([BH3-])#N.[Na+].[Cl-].[NH4+]>CO.O.CO.C(O)(=O)C>[Br:1][C:2]1[CH:3]=[C:4]([N:8]2[CH2:13][CH2:12][N:11]([CH3:16])[CH2:10][CH2:9]2)[CH:5]=[CH:6][CH:7]=1 |f:2.3,4.5,7.8|. Procedure details: To a solution of 1-(3-bromo-phenyl)-piperazine (about 1 g) and acetic acid (about 0.4 mL) in methanol (about 25 mL) is added 37% formaldehyde in water/methanol (about 56.7:37:6.3, water:formaldehyde:methanol; about 5 mL). The mixture is stirred at room temperature for about 18 hours. The suspension is cooled to about 5° C. in an ice/water bath and sodium cyanoborohydride (about 5 g) is added in small portions. The mixture is stirred and warmed to room temperature for about 18 hours. The mixture ...